The task is: describe an organic reaction: reactants, conditions, products, and yield. This data is from the Open Reaction Database (ORD), a public repository of structured organic reaction records. Reactants: CC(=O)OCCN1CCC(=C(c2ccc(Cl)cc2)c2ccc(S(C)(=O)=O)cc2)C1=O, CCO, [Na+], [OH-], O. The product is CS(=O)(=O)c1ccc(C(=C2CCN(CCO)C2=O)c2ccc(Cl)cc2)cc1. Reaction SMILES: [C:1](=[O:2])([CH3:3])[O:4][CH2:5][CH2:6][N:7]1[C:8](=[O:30])[C:9](=[C:12]([c:13]2[cH:14][cH:15][c:16]([S:19](=[O:20])(=[O:21])[CH3:22])[cH:17][cH:18]2)[c:23]2[cH:24][cH:25][c:26]([Cl:29])[cH:27][cH:28]2)[CH2:10][CH2:11]1.[CH3:33][CH2:34][OH:35].[Na+:32].[OH-:31].[OH2:36]>>[OH:4][CH2:5][CH2:6][N:7]1[C:8](=[O:30])[C:9](=[C:12]([c:13]2[cH:14][cH:15][c:16]([S:19](=[O:20])(=[O:21])[CH3:22])[cH:17][cH:18]2)[c:23]2[cH:24][cH:25][c:26]([Cl:29])[cH:27][cH:28]2)[CH2:10][CH2:11]1. Starting materials: CN1CCCC1=O, COc1ccc(CN)cc1, CCCCCC, CC(C)Nc1nc(F)c(F)cc1F, c1ccccc1. The product is COc1ccc(CNc2nc(NC(C)C)c(F)cc2F)cc1. Reaction SMILES: [CH3:1][N:2]1[CH2:3][CH2:4][CH2:5][C:6]1=[O:7].[CH3:21][O:22][c:23]1[cH:24][cH:25][c:26]([CH2:27][NH2:28])[cH:29][cH:30]1.[CH3:37][CH2:38][CH2:39][CH2:40][CH2:41][CH3:42].[F:8][c:9]1[n:10][c:11]([NH:17][CH:18]([CH3:19])[CH3:20])[c:12]([F:16])[cH:13][c:14]1[F:15].[cH:31]1[cH:32][cH:33][cH:34][cH:35][cH:36]1>>[c:9]1([NH:28][CH2:27][c:26]2[cH:25][cH:24][c:23]([O:22][CH3:21])[cH:30][cH:29]2)[n:10][c:11]([NH:17][CH:18]([CH3:19])[CH3:20])[c:12]([F:16])[cH:13][c:14]1[F:15]. The reactants are COC(C1=C(C=CC(=C1)Cl)N)=O (2-Amino-5-chlorobenzoic acid methyl ester), C1(=CC=CC2=CC=CC=C12)C=O (1-napthaldehyde), C(C)(=O)O[BH-](OC(C)=O)OC(C)=O.[Na+] (sodium triacetoxyborohydride). Run in ClCCCl (1,2-dichloroethane). Yields the product COC(C1=C(C=CC(=C1)Cl)NCC1=CC=CC2=CC=CC=C12)=O (5-chloro-2-[(napthalen-1yl-methyl)-amino]-benzoic acid methyl ester). The yield is 78.0%. As a reaction SMILES: [CH3:1][O:2][C:3](=[O:12])[C:4]1[CH:9]=[C:8]([Cl:10])[CH:7]=[CH:6][C:5]=1[NH2:11].[C:13]1([CH:23]=O)[C:22]2[C:17](=[CH:18][CH:19]=[CH:20][CH:21]=2)[CH:16]=[CH:15][CH:14]=1.C(O[BH-](OC(=O)C)OC(=O)C)(=O)C.[Na+]>ClCCCl>[CH3:1][O:2][C:3](=[O:12])[C:4]1[CH:9]=[C:8]([Cl:10])[CH:7]=[CH:6][C:5]=1[NH:11][CH2:23][C:13]1[C:22]2[C:17](=[CH:18][CH:19]=[CH:20][CH:21]=2)[CH:16]=[CH:15][CH:14]=1 |f:2.3|. Procedure: 2-Amino-5-chlorobenzoic acid methyl ester (1.85 g, 10.0 mmol) was treated with 1-napthaldehyde (1.56 g, 10.0 mmol) and sodium triacetoxyborohydride (4.23 g, 20.0 mmol) in 1,2-dichloroethane as described in general procedure E to give 5-chloro-2-[(napthalen-1yl-methyl)-amino]-benzoic acid methyl ester (2.54 g, 78%). This methyl ester (2.0 g, 6.13 mmol) was treated with LiOH (2 eq, 1N aqueous solution) according to the general procedure C gave 5-chloro-2-[(napthalen-1yl-methyl)-amino]-benzoic acid... Starting materials: ClC1=NC(=C(C(=C1C#N)C1=CC=C(C=C1)OCCO)C#N)SCC=1N=C(SC1)C1=CC=C(C=C1)Cl (2-chloro-6-({(2-(4-chlorophenyl)-1,3-thiazol-4-yl)methyl}sulfanyl)-4-(4-(2-hydroxyethoxy)phenyl)pyridine-3,5-dicarbonitrile), C1(CC1)N (cyclopropanamine), C1(CC1)N (cyclopropanamine). Solvent: CN(C)C=O (DMF). Conditions: time 8 hour. Yields the product ClC1=CC=C(C=C1)C=1SC=C(N1)CSC1=NC(=C(C(=C1C#N)C1=CC=C(C=C1)OCCO)C#N)NC1CC1 ({(2-(4-Chlorophenyl)-1,3-thiazol-4-ylmethyl}sulfanyl)-6-(cyclopropylamino)-4-(4-(2-hydroxyethoxy)phenyl)pyridine-3,5-dicarbonitrile). Reaction SMILES: Cl[C:2]1[C:7]([C:8]#[N:9])=[C:6]([C:10]2[CH:15]=[CH:14][C:13]([O:16][CH2:17][CH2:18][OH:19])=[CH:12][CH:11]=2)[C:5]([C:20]#[N:21])=[C:4]([S:22][CH2:23][C:24]2[N:25]=[C:26]([C:29]3[CH:34]=[CH:33][C:32]([Cl:35])=[CH:31][CH:30]=3)[S:27][CH:28]=2)[N:3]=1.[CH:36]1([NH2:39])[CH2:38][CH2:37]1>CN(C=O)C>[Cl:35][C:32]1[CH:31]=[CH:30][C:29]([C:26]2[S:27][CH:28]=[C:24]([CH2:23][S:22][C:4]3[C:5]([C:20]#[N:21])=[C:6]([C:10]4[CH:11]=[CH:12][C:13]([O:16][CH2:17][CH2:18][OH:19])=[CH:14][CH:15]=4)[C:7]([C:8]#[N:9])=[C:2]([NH:39][CH:36]4[CH2:38][CH2:37]4)[N:3]=3)[N:25]=2)=[CH:34][CH:33]=1. Reported procedure: At RT, 50 mg (0.09 mmol) of 2-chloro-6-({(2-(4-chlorophenyl)-1,3-thiazol-4-yl)methyl}sulfanyl)-4-(4-(2-hydroxyethoxy)phenyl)pyridine-3,5-dicarbonitrile (Example 2A) and 0.013 ml (0.19 mmol) of cyclopropanamine were stirred in 1.3 ml of DMF overnight. The crude product was purified directly by preparative HPLC (acetonitrile/water). The collected product fractions were once more dissolved in 2 ml of DMF, 0.013 ml (0.19 mmol) of cyclopropanamine was added and the mixture was stirred at RT overnight... The reactants are Cl.C(C)(=O)OCC (Hydrogen chloride ethyl acetate), C(C)(C)(C)OC(NC1CCN(CC1)C1=C(C=C(C=C1)NC(C1=C(C=CC(=C1)Cl)OCOCCOC)=O)F)=O ((1-{4-[5-chloro-2-(2-methoxyethoxymethoxy)benzoylamino]-2-fluorophenyl}piperidin-4-yl)carbamic acid tert-butyl ester). Solvent: C(C)(=O)OCC (ethyl acetate). Conditions: time 3 hour. Yields the product Cl.NC1CCN(CC1)C1=C(C=C(C=C1)NC(C1=C(C=CC(=C1)Cl)O)=O)F (N-[4-(4-aminopiperidin-1-yl)-3-fluorophenyl]-5-chloro-2-hydroxybenzamide hydrochloride). The yield is 184.4%. As a reaction SMILES: Cl.C(OCC)(=O)C.C(OC(=O)[NH:14][CH:15]1[CH2:20][CH2:19][N:18]([C:21]2[CH:26]=[CH:25][C:24]([NH:27][C:28](=[O:43])[C:29]3[CH:34]=[C:33]([Cl:35])[CH:32]=[CH:31][C:30]=3[O:36]COCCOC)=[CH:23][C:22]=2[F:44])[CH2:17][CH2:16]1)(C)(C)C>C(OCC)(=O)C>[ClH:35].[NH2:14][CH:15]1[CH2:16][CH2:17][N:18]([C:21]2[CH:26]=[CH:25][C:24]([NH:27][C:28](=[O:43])[C:29]3[CH:34]=[C:33]([Cl:35])[CH:32]=[CH:31][C:30]=3[OH:36])=[CH:23][C:22]=2[F:44])[CH2:19][CH2:20]1 |f:0.1,4.5|. Procedure: 4N Hydrogen chloride/ethyl acetate solution (10.0 ml, 40.0 mmol) was added to a solution of (1-{4-[5-chloro-2-(2-methoxyethoxymethoxy)benzoylamino]-2-fluorophenyl}piperidin-4-yl)carbamic acid tert-butyl ester (compound of Reference Example 143; 0.15 g, 0.271 mmol) in ethyl acetate (2 ml) under ice cooling, and the mixture was stirred at room temperature for 3 hours. The precipitated crystal was collected by filtration and washed with ethyl acetate to give the title compound (0.10 g, 93%) as a co... Reactants: BrC1=CC=C(C=C1)NC(C1=C(C=CC=C1Cl)Cl)=N (N-(4-bromophenyl)-2,6-dichlorobenzamidine), BrCC(C(C(=O)OC)(C)C)=O (methyl 4-bromo-2,2-dimethylacetoacetate), C(=O)(O)[O-].[Na+] (NaHCO3). The solvent is C(C)(C)O (isopropanol). Run at temperature 170 celsius. The product is COC(C(C)(C)C=1N=C(N(C1)C1=CC=C(C=C1)Br)C1=C(C=CC=C1Cl)Cl)=O (2-[1-(4-bromophenyl)-2-(2,6-dichlorophenyl)-1H-imidazol-4-yl]-2-methyl-propionic acid methyl ester). Isolated yield 57.0%. As a reaction SMILES: [Br:1][C:2]1[CH:7]=[CH:6][C:5]([NH:8][C:9](=[NH:18])[C:10]2[C:15]([Cl:16])=[CH:14][CH:13]=[CH:12][C:11]=2[Cl:17])=[CH:4][CH:3]=1.Br[CH2:20][C:21](=O)[C:22]([CH3:28])([CH3:27])[C:23]([O:25][CH3:26])=[O:24].C([O-])(O)=O.[Na+]>C(O)(C)C>[CH3:26][O:25][C:23](=[O:24])[C:22]([C:21]1[N:18]=[C:9]([C:10]2[C:11]([Cl:17])=[CH:12][CH:13]=[CH:14][C:15]=2[Cl:16])[N:8]([C:5]2[CH:4]=[CH:3][C:2]([Br:1])=[CH:7][CH:6]=2)[CH:20]=1)([CH3:28])[CH3:27] |f:2.3|. Procedure details: A mixture of N-(4-bromophenyl)-2,6-dichlorobenzamidine (1.03 g, 3.0 mmol), methyl 4-bromo-2,2-dimethylacetoacetate (1.78 g, 8.0 mmol) and NaHCO3 (0.76 g, 9.0 mmol) in isopropanol (12 mL) was heated in a microwave unit (Biotage Initiator™) at 170° C. for 25 min. The resulting mixture was decanted and the solids rinsed with EtOAc. The combined filtrates were concentrated and purified by chromatography (silica, EtOAc/Hex, 15:85 to 50:50) to give the title compound (0.80 g, 57%) as a pale yellow sol... Starting materials: O=C([O-])[O-], CCOC(C)=O, [Cs+], [Cs+], FC(F)(F)CI, CN(C)C=O, Cc1ccccc1OCC(=O)Nc1ccc(-c2nc3cc(O)ccc3o2)cc1. Yields the product Cc1ccccc1OCC(=O)Nc1ccc(-c2nc3cc(OCC(F)(F)F)ccc3o2)cc1. Reaction SMILES: [C:29](=[O:30])([O-:31])[O-:32].[CH3:46][CH2:47][O:48][C:49]([CH3:50])=[O:51].[Cs+:33].[Cs+:34].[F:35][C:36]([CH2:37][I:38])([F:39])[F:40].[O:41]=[CH:42][N:43]([CH3:44])[CH3:45].[OH:1][c:2]1[cH:3][cH:4][c:5]2[c:6]([n:7][c:8](-[c:10]3[cH:11][cH:12][c:13]([NH:16][C:17]([CH2:18][O:19][c:20]4[c:21]([CH3:26])[cH:22][cH:23][cH:24][cH:25]4)=[O:27])[cH:14][cH:15]3)[o:9]2)[cH:28]1>>[O:1]([c:2]1[cH:3][cH:4][c:5]2[c:6]([n:7][c:8](-[c:10]3[cH:11][cH:12][c:13]([NH:16][C:17]([CH2:18][O:19][c:20]4[c:21]([CH3:26])[cH:22][cH:23][cH:24][cH:25]4)=[O:27])[cH:14][cH:15]3)[o:9]2)[cH:28]1)[CH2:37][C:36]([F:35])([F:39])[F:40].